Dataset: the Open Reaction Database (ORD), a public repository of structured organic reaction records. Task: describe an organic reaction: reactants, conditions, products, and yield Starting materials: B(OC(C)C)(OC(C)C)OC(C)C (triisopropyl borate), [Li]CCCC (n-BuLi), hexanes, BrC1=C(C=CC=C1)CCC=C (1-bromo-2-(but-3-en-1-yl)benzene). The solvent is C1CCOC1 (THF). Conditions: time 20 minute. Yields the product C(CC=C)C1=C(C=CC=C1)B(O)O ((2-(But-3-en-1-yl)phenyl)boronic acid). Yield: 69.2%. As a reaction SMILES: Br[C:2]1[CH:7]=[CH:6][CH:5]=[CH:4][C:3]=1[CH2:8][CH2:9][CH:10]=[CH2:11].[Li]CCCC.[B:17](OC(C)C)([O:22]C(C)C)[O:18]C(C)C>C1COCC1>[CH2:8]([C:3]1[CH:4]=[CH:5][CH:6]=[CH:7][C:2]=1[B:17]([OH:22])[OH:18])[CH2:9][CH:10]=[CH2:11]. Procedure: Ref Li, W., Nelson, D. P., Jensen, M. S., Hoerrner, R. S., Cai, D., Larsen, R. D., Reider, P. J. J. Org. Chem., 2002, 67, 5394-5397. A solution of 1-bromo-2-(but-3-en-1-yl)benzene (9.46 g, 44.8 mmol) in dry THF (44.8 ml) was cooled (−78° C.) and treated with 2.5 M n-BuLi in hexanes (19.7 ml, 49.3 mmol). The mixture was stirred for 20 min, and then treated with triisopropyl borate (51.5 ml, 224 mmol). After 90 min, the reaction mixture was warmed to room temperature over 1 h. Then, the reaction w... Reactants: O=C([O-])[O-], BrCc1ccccc1, CCOC(C)=O, COc1ccc(S(=O)(=O)n2cc(F)c(=N)[nH]c2=O)cc1, [K+], [K+], CN(C)C=O. The product is COc1ccc(S(=O)(=O)n2cc(F)c(=N)n(Cc3ccccc3)c2=O)cc1. Reaction SMILES: [C:21](=[O:22])([O-:23])[O-:24].[CH2:27]([c:28]1[cH:29][cH:30][cH:31][cH:32][cH:33]1)[Br:34].[CH3:40][CH2:41][O:42][C:43](=[O:44])[CH3:45].[F:1][c:2]1[c:3](=[NH:20])[nH:4][c:5](=[O:19])[n:6]([S:8](=[O:9])(=[O:10])[c:11]2[cH:12][cH:13][c:14]([O:17][CH3:18])[cH:15][cH:16]2)[cH:7]1.[K+:25].[K+:26].[O:35]=[CH:36][N:37]([CH3:38])[CH3:39]>>[F:1][c:2]1[c:3](=[NH:20])[n:4]([CH2:27][c:28]2[cH:29][cH:30][cH:31][cH:32][cH:33]2)[c:5](=[O:19])[n:6]([S:8](=[O:9])(=[O:10])[c:11]2[cH:12][cH:13][c:14]([O:17][CH3:18])[cH:15][cH:16]2)[cH:7]1. The reactants are CC(=O)O, O=C(Cc1ccccc1)c1ccc2[nH]c(=O)c(-c3cccs3)nc2c1. The product is O=c1[nH]c2ccc(CCc3ccccc3)cc2nc1-c1cccs1. Reaction SMILES: [CH3:26][C:27](=[O:28])[OH:29].[c:1]1([CH2:7][C:8](=[O:9])[c:10]2[cH:11][c:12]3[n:13][c:14](-[c:21]4[s:22][cH:23][cH:24][cH:25]4)[c:15](=[O:20])[nH:16][c:17]3[cH:18][cH:19]2)[cH:2][cH:3][cH:4][cH:5][cH:6]1>>[c:1]1([CH2:7][CH2:8][c:10]2[cH:11][c:12]3[n:13][c:14](-[c:21]4[s:22][cH:23][cH:24][cH:25]4)[c:15](=[O:20])[nH:16][c:17]3[cH:18][cH:19]2)[cH:2][cH:3][cH:4][cH:5][cH:6]1. Starting materials: CC(C)=O, ClCc1ccc(Cl)cc1Cl, ClCCl, [K+], [K+], O=C([O-])[O-], COC(=O)c1n[nH]c2ccccc12. The product is COC(=O)c1nn(Cc2ccc(Cl)cc2Cl)c2ccccc12. Reaction SMILES: [CH3:30][C:31](=[O:32])[CH3:33].[Cl:14][c:15]1[c:16]([CH2:17][Cl:18])[cH:19][cH:20][c:21]([Cl:23])[cH:22]1.[Cl:34][CH2:35][Cl:36].[K+:24].[K+:25].[O-:26][C:27]([O-:28])=[O:29].[nH:1]1[n:2][c:3]([C:10](=[O:11])[O:12][CH3:13])[c:4]2[cH:5][cH:6][cH:7][cH:8][c:9]12>>[n:1]1([CH2:17][c:16]2[c:15]([Cl:14])[cH:22][c:21]([Cl:23])[cH:20][cH:19]2)[n:2][c:3]([C:10](=[O:11])[O:12][CH3:13])[c:4]2[cH:5][cH:6][cH:7][cH:8][c:9]12. The reactants are NC[C@H]1N(C[C@@H](C1)O[Si](C)(C)C(C)(C)C)C(=O)OCC1=CC=C(C=C1)[N+](=O)[O-] ((2S, 4R)-2-aminomethyl-4-t-butyldimethylsilyloxy-1-(4-nitrobenzyloxycarbonyl)pyrrolidine), C(C)(C)(C)OC(=O)NCC(=O)O (t-butoxycarbonylglycine), ON1N=NC2=C1C=CC=C2 (1-hydroxybenzotriazole), Cl.C(C)N=C=NCCCN(C)C (1-ethyl-3-(3-dimethylaminopropyl)carbodiimide hydrochloride). Solvent: ClCCl (dichloromethane). Product: [Si](C)(C)(C(C)(C)C)O[C@@H]1C[C@H](N(C1)C(=O)OCC1=CC=C(C=C1)[N+](=O)[O-])CNC(=O)CNC(=O)OC(C)(C)C ((2S, 4R)-4-t-butyldimethylsilyloxy-2-[(t-butoxycarbonylamino)methylcarbonyl]aminomethyl-1-(4-nitrobenzyloxycarbonyl)pyrrolidine). The yield is 77.8%. As a reaction SMILES: [NH2:1][CH2:2][C@@H:3]1[CH2:7][C@@H:6]([O:8][Si:9]([C:12]([CH3:15])([CH3:14])[CH3:13])([CH3:11])[CH3:10])[CH2:5][N:4]1[C:16]([O:18][CH2:19][C:20]1[CH:25]=[CH:24][C:23]([N+:26]([O-:28])=[O:27])=[CH:22][CH:21]=1)=[O:17].[C:29]([O:33][C:34]([NH:36][CH2:37][C:38](O)=[O:39])=[O:35])([CH3:32])([CH3:31])[CH3:30].ON1C2C=CC=CC=2N=N1.Cl.C(N=C=NCCCN(C)C)C>ClCCl>[Si:9]([O:8][C@H:6]1[CH2:5][N:4]([C:16]([O:18][CH2:19][C:20]2[CH:25]=[CH:24][C:23]([N+:26]([O-:28])=[O:27])=[CH:22][CH:21]=2)=[O:17])[C@H:3]([CH2:2][NH:1][C:38]([CH2:37][NH:36][C:34]([O:33][C:29]([CH3:32])([CH3:31])[CH3:30])=[O:35])=[O:39])[CH2:7]1)([C:12]([CH3:15])([CH3:14])[CH3:13])([CH3:11])[CH3:10] |f:3.4|. Reported procedure: To a solution of (2S, 4R)-2-aminomethyl-4-t-butyldimethylsilyloxy-1-(4-nitrobenzyloxycarbonyl)pyrrolidine (8.43 g) in dichloromethane (80 ml) were added t-butoxycarbonylglycine (3.61 g), 1-hydroxybenzotriazole (2.78 g) and 1-ethyl-3-(3-dimethylaminopropyl)carbodiimide hydrochloride (3.95 g) under ice-cooling. The mixture was stirred under ice-cooling for 1 hour and at ambient temperature for 15 hours. The solution was washed with water (80 ml), saturated aqueous sodium hydrogen carbonate (80 ml)... The reactants are CCON, O=C(c1ccc(OCCCOc2c(Cl)cc(OCC=C(Cl)Cl)cc2Cl)cc1)c1ccon1, Cl, c1ccncc1. Yields the product CCON=C(c1ccc(OCCCOc2c(Cl)cc(OCC=C(Cl)Cl)cc2Cl)cc1)c1ccon1. Reaction SMILES: [CH2:34]([CH3:35])[O:36][NH2:37].[Cl:1][c:2]1[c:3]([O:4][CH2:5][CH2:6][CH2:7][O:8][c:9]2[cH:10][cH:11][c:12]([C:15](=[O:16])[c:17]3[n:18][o:19][cH:20][cH:21]3)[cH:13][cH:14]2)[c:22]([Cl:32])[cH:23][c:24]([O:26][CH2:27][CH:28]=[C:29]([Cl:30])[Cl:31])[cH:25]1.[ClH:33].[cH:38]1[cH:39][cH:40][n:41][cH:42][cH:43]1>>[Cl:1][c:2]1[c:3]([O:4][CH2:5][CH2:6][CH2:7][O:8][c:9]2[cH:10][cH:11][c:12]([C:15]([c:17]3[n:18][o:19][cH:20][cH:21]3)=[N:37][O:36][CH2:34][CH3:35])[cH:13][cH:14]2)[c:22]([Cl:32])[cH:23][c:24]([O:26][CH2:27][CH:28]=[C:29]([Cl:30])[Cl:31])[cH:25]1. Starting materials: C([O-])([O-])=O.[K+].[K+] (potassium carbonate), OO (hydrogen peroxide), C(#N)C1=CC(=C(C(=O)OC)C=C1I)F (methyl 4-cyano-2-fluoro-5-iodobenzoate), C([O-])([O-])=O.[Cs+].[Cs+] (cesium carbonate), CCC(CC)N (pentan-3-amine), CC1(C2=C(C(=CC=C2)P(C3=CC=CC=C3)C4=CC=CC=C4)OC5=C(C=CC=C51)P(C6=CC=CC=C6)C7=CC=CC=C7)C (XANTPHOS). The reagents and catalysts are C=1C=CC(=CC1)/C=C/C(=O)/C=C/C2=CC=CC=C2.C=1C=CC(=CC1)/C=C/C(=O)/C=C/C2=CC=CC=C2.C=1C=CC(=CC1)/C=C/C(=O)/C=C/C2=CC=CC=C2.[Pd].[Pd] (tris(dibenzylideneacetone)dipalladium(0)). Solvent: C(C)(=O)OCC (ethyl acetate), CS(=O)C (DMSO), O1CCOCC1 (dioxane). Run at temperature 95 celsius, time 30 minute. Yields the product NC(=O)C1=CC(=C(C(=O)OC)C=C1NC(CC)CC)F (methyl 4-(aminocarbonyl)-2-fluoro-5-(pentan-3-ylamino)benzoate). Yield: 279.6%. Reaction SMILES: [C:1]([C:3]1[C:12](I)=[CH:11][C:6]([C:7]([O:9][CH3:10])=[O:8])=[C:5]([F:14])[CH:4]=1)#[N:2].C(=O)([O-])[O-].[Cs+].[Cs+].[CH3:21][CH2:22][CH:23]([NH2:26])[CH2:24][CH3:25].CC1(C)C2C(=C(P(C3C=CC=CC=3)C3C=CC=CC=3)C=CC=2)[O:48]C2C(P(C3C=CC=CC=3)C3C=CC=CC=3)=CC=CC1=2.C(=O)([O-])[O-].[K+].[K+].OO>CS(C)=O.C(OCC)(=O)C.C1C=CC(/C=C/C(/C=C/C2C=CC=CC=2)=O)=CC=1.C1C=CC(/C=C/C(/C=C/C2C=CC=CC=2)=O)=CC=1.C1C=CC(/C=C/C(/C=C/C2C=CC=CC=2)=O)=CC=1.[Pd].[Pd].O1CCOCC1>[NH2:2][C:1]([C:3]1[C:12]([NH:26][CH:23]([CH2:24][CH3:25])[CH2:22][CH3:21])=[CH:11][C:6]([C:7]([O:9][CH3:10])=[O:8])=[C:5]([F:14])[CH:4]=1)=[O:48] |f:1.2.3,6.7.8,12.13.14.15.16|. Reported procedure: To a pressure vessel were added the above methyl 4-cyano-2-fluoro-5-iodobenzoate (˜0.93 mmol), cesium carbonate (606 mg, 1.86 mmol), pentan-3-amine (325 uL, 2.79 mmol), XANTPHOS (54 mg, 0.093 mmol), tris(dibenzylideneacetone)dipalladium(0) (43 mg, 0.047 mmol), and dioxane (4 mL). The vessel was sealed and heated to 95° C. for ˜17 h. After cooling to room temperature, the mixture was filtered through celite, and the filter cake rinsed with ethyl acetate. The filtrate was then concentrated. The re... Yields the product C(C)(=O)O[C@H]1[C@@H](O[C@@H]([C@@H]([C@@H]1OC(C)=O)OC(C)=O)COC(C)=O)OC1=NNC(=C1CC1=CC=C(C=C1)CCOCC1=CC=CC=C1)C(C)C (3-(2,3,4,6-Tetra-O-acetyl-β-D-galactopyranosyloxy)-4-{[4-(2-benzyloxyethyl)phenyl]methyl}-5-isopropyl-1H-pyrazole). RXN SMILES: [CH2:1]([O:8][CH2:9][CH2:10][C:11]1[CH:16]=[CH:15][C:14]([CH2:17][C:18]2[C:19](=[O:26])[NH:20][NH:21][C:22]=2[CH:23]([CH3:25])[CH3:24])=[CH:13][CH:12]=1)[C:2]1[CH:7]=[CH:6][CH:5]=[CH:4][CH:3]=1.[CH3:27][C:28]([O:30][CH2:31][C@H:32]1[O:37][C@H:36](Br)[C@H:35]([O:39][C:40]([CH3:42])=[O:41])[C@@H:34]([O:43][C:44]([CH3:46])=[O:45])[C@H:33]1[O:47][C:48]([CH3:50])=[O:49])=[O:29].CC(OC[C@H]1O[C@H](Br)[C@H](OC(C)=O)[C@@H](OC(C)=O)[C@@H]1OC(C)=O)=O>>[C:40]([O:39][C@@H:35]1[C@@H:34]([O:43][C:44](=[O:45])[CH3:46])[C@@H:33]([O:47][C:48](=[O:49])[CH3:50])[C@@H:32]([CH2:31][O:30][C:28](=[O:29])[CH3:27])[O:37][C@H:36]1[O:26][C:19]1[C:18]([CH2:17][C:14]2[CH:15]=[CH:16][C:11]([CH2:10][CH2:9][O:8][CH2:1][C:2]3[CH:3]=[CH:4][CH:5]=[CH:6][CH:7]=3)=[CH:12][CH:13]=2)=[C:22]([CH:23]([CH3:24])[CH3:25])[NH:21][N:20]=1)(=[O:41])[CH3:42]. Procedure: The title compound was prepared in a similar manner to that described in Reference Example 17 using 4-{[4-(2-benzyloxyethyl)phenyl]methyl}-1,2-dihydro-5-isopropyl-3H-pyrazol-3-one and acetobromo-α-D-galactose instead of 4-{[4-(3-benzyloxypropoxy)phenyl]methyl}-1,2-dihydro-5-isopropyl-3H-pyrazol-3-one and acetobromo-α-D-glucose, respectively. Starting materials: C(C1=CC=CC=C1)OCCC1=CC=C(C=C1)CC=1C(NNC1C(C)C)=O (4-{[4-(2-benzyloxyethyl)phenyl]methyl}-1,2-dihydro-5-isopropyl-3H-pyrazol-3-one), CC(=O)OC[C@@H]1[C@@H]([C@@H]([C@H]([C@H](O1)Br)OC(=O)C)OC(=O)C)OC(=O)C (acetobromo-α-D-galactose), CC(=O)OC[C@@H]1[C@H]([C@@H]([C@H]([C@H](O1)Br)OC(=O)C)OC(=O)C)OC(=O)C (acetobromo-α-D-glucose). Reactants: C1COCCO1, COc1cccc(C(=O)NNC(=O)OC(C)(C)C)n1, Cl. Yields the product COc1cccc(C(=O)NN)n1. Reaction SMILES: [CH2:21]1[O:22][CH2:23][CH2:24][O:25][CH2:26]1.[CH3:1][O:2][c:3]1[cH:4][cH:5][cH:6][c:7]([C:9](=[O:10])[NH:11][NH:12][C:13]([O:14][C:15]([CH3:16])([CH3:17])[CH3:18])=[O:19])[n:8]1.[ClH:20]>>[CH3:1][O:2][c:3]1[cH:4][cH:5][cH:6][c:7]([C:9](=[O:10])[NH:11][NH2:12])[n:8]1.